This data is from the Open Reaction Database (ORD), a public repository of structured organic reaction records. The task is: describe an organic reaction: reactants, conditions, products, and yield Reported procedure: A19 was prepared in an manner analogous to example A1 with the exception that in step A1.1 4-aminosulfonylbenzylamine hydrochloride was substituted for 4-methylsulfonylbenzylamine hydrochloride, and in step A1.2, 6-aminoquinoline was substituted for ethyl 2-amino-4-methyl-5-thiazole carboxylate. The product was purified by preparatory reverse phase HPLC to yield A19. Analytical HPLC ret. time=1.09 min, [M+H]+=517.12. HPLC conditions: phenomenex primesphere 5 u C18 4.6×30 mm column, 5 mL/min, 2 m... The reactants are Cl.NS(=O)(=O)C1=CC=C(CN)C=C1 (4-aminosulfonylbenzylamine hydrochloride), C(=O)(C(F)(F)F)O (TFA), NC=1SC(=C(N1)C)C(=O)OCC (ethyl 2-amino-4-methyl-5-thiazole carboxylate), O.CO (water methanol), O.CO (water methanol), Cl.CS(=O)(=O)C1=CC=C(CN)C=C1 (4-methylsulfonylbenzylamine hydrochloride), NC=1C=C2C=CC=NC2=CC1 (6-aminoquinoline), C(=O)(C(F)(F)F)O (TFA). RXN SMILES: Cl.[NH2:2][S:3]([C:6]1[CH:13]=[CH:12][C:9]([CH2:10][NH2:11])=[CH:8][CH:7]=1)(=[O:5])=[O:4].Cl.CS([C:19]1[CH:26]=CC(CN)=CC=1)(=O)=O.[NH2:27][C:28]1[CH:29]=[C:30]2[C:35](=[CH:36][CH:37]=1)[N:34]=[CH:33][CH:32]=[CH:31]2.[NH2:38][C:39]1S[C:41]([C:45]([O:47][CH2:48]C)=O)=[C:42]([CH3:44])[N:43]=1.[C:50](O)(C(F)(F)F)=[O:51].O.[CH3:58]O>>[CH3:50][O:51][C:26]1[CH:19]=[C:44]2[C:42](=[CH:41][C:45]=1[O:47][CH3:48])[N:43]=[C:39]([NH:27][C:28]1[CH:29]=[C:30]3[C:35](=[CH:36][CH:37]=1)[N:34]=[CH:33][CH:32]=[CH:31]3)[N:38]=[C:58]2[NH:11][CH2:10][C:9]1[CH:8]=[CH:7][C:6]([S:3]([NH2:2])(=[O:4])=[O:5])=[CH:13][CH:12]=1 |f:0.1,2.3,7.8|. Product: COC=1C=C2C(=NC(=NC2=CC1OC)NC=1C=C2C=CC=NC2=CC1)NCC1=CC=C(C=C1)S(=O)(=O)N (4-[[[6,7-Dimethoxy-2-(6-quinolinylamino)-4-quinazolinyl]amino]methyl]benzenesulfonamide). RXN SMILES: [CH3:1][c:2]1[cH:3][cH:4][c:5]([S:8](=[O:9])(=[O:10])[O:11][CH2:12][CH:13]2[CH2:14][O:15][c:16]3[c:17]([c:19]([CH:24]=[CH:25][CH3:26])[c:20]([NH2:23])[cH:21][cH:22]3)[O:18]2)[cH:6][cH:7]1.[CH3:47][CH2:48][O:49][C:50](=[O:51])[CH3:52].[CH:38]([N:39]([CH2:40][CH3:41])[CH:42]([CH3:43])[CH3:44])([CH3:45])[CH3:46].[Cl:27][C:28](=[O:29])[O:30][CH2:31][c:32]1[cH:33][cH:34][cH:35][cH:36][cH:37]1>>[CH3:1][c:2]1[cH:3][cH:4][c:5]([S:8](=[O:9])(=[O:10])[O:11][CH2:12][CH:13]2[CH2:14][O:15][c:16]3[c:17]([c:19]([CH:24]=[CH:25][CH3:26])[c:20]([NH:23][C:28](=[O:29])[O:30][CH2:31][c:32]4[cH:33][cH:34][cH:35][cH:36][cH:37]4)[cH:21][cH:22]3)[O:18]2)[cH:6][cH:7]1. Starting materials: CC=Cc1c(N)ccc2c1OC(COS(=O)(=O)c1ccc(C)cc1)CO2, CCOC(C)=O, CCN(C(C)C)C(C)C, O=C(Cl)OCc1ccccc1. Yields the product CC=Cc1c(NC(=O)OCc2ccccc2)ccc2c1OC(COS(=O)(=O)c1ccc(C)cc1)CO2. The reactants are N1C=C2CNCC=3C=CC=C1C23 (1,3,4,5-tetrahydropyrrolo[4,3,2-de]isoquinoline), C(CC)N1C=C2CNCC=3C=CC=C1C23 (1,3,4,5-tetrahydro-1-propylpyrrolo[4,3,2-de]isoquinoline). The product is CN1CC=2C=CC=C3C2C(C1)=CN3CCC (1,3,4,5-tetrahydro-4-methyl-1-propylpyrrolo[4,3,2-de]isoquinoline). As a reaction SMILES: N1C2C3C(CNCC=3C=CC=2)=[CH:2]1.[CH2:13]([N:16]1[C:26]2[C:27]3[C:18]([CH2:19][NH:20][CH2:21][C:22]=3[CH:23]=[CH:24][CH:25]=2)=[CH:17]1)[CH2:14][CH3:15]>>[CH3:2][N:20]1[CH2:19][C:18]2=[CH:17][N:16]([CH2:13][CH2:14][CH3:15])[C:26]3[C:27]2=[C:22]([CH:23]=[CH:24][CH:25]=3)[CH2:21]1. Procedure details: By following the procedure of Example 7 but replacing 1,3,4,5-tetrahydropyrrolo[4,3,2-de]isoquinoline with an equivalent amount of 1,3,4,5-tetrahydro-1-propylpyrrolo[4,3,2-de]isoquinoline, described in Example 6, 1,3,4,5-tetrahydro-4-methyl-1-propylpyrrolo[4,3,2-de]isoquinoline is obtained. Starting materials: C(C#C)(=O)OC (methyl propiolate), C=1(C(=CC=CC1)S)S (benzene-1,2-dithiol). Run in C1CCOC1 (THF), C1CCOC1 (THF), C(C)(C)(C)O[K] (tert-butoxy potassium). Run at time 3 hour. Yields the product S1C(SC2=C1C=CC=C2)CC(=O)O (2-(benzo[1,3]dithiol-2-yl)acetic acid). RXN SMILES: [C:1]([O:5]C)(=[O:4])[C:2]#[CH:3].[C:7]1([SH:14])[C:8]([SH:13])=[CH:9][CH:10]=[CH:11][CH:12]=1>C1COCC1.C(O[K])(C)(C)C>[S:13]1[C:8]2[CH:9]=[CH:10][CH:11]=[CH:12][C:7]=2[S:14][CH:3]1[CH2:2][C:1]([OH:5])=[O:4]. Procedure: To a solution of methyl propiolate (0.75 mL) in THF (10 mL) were added a solution of benzene-1,2-dithiol (1.2 g) in THF (10 mL) and tert-butoxy potassium (catalytic amount) under ice-cooling, and the mixture was stirred at the same temperature for 3 hours and then at room temperature for 3 hours. The reaction mixture was concentrated under reduced pressure. To the residue was added methanol (5 mL) at room temperature, and then an aqueous solution (10 mL) of sodium hydroxide (0.45 g). The mixture... The reactants are [H-].[Na+] (sodium hydride), ClC1=C(C(=NC=C1)CC#N)OC (2-(4-Chloro-3-methoxy-2-pyridinyl)-acetonitrile), C(C)I (ethyl iodide). Run in O (water), C1CCOC1 (THF). Run at temperature 45 celsius, time 1.5 hour. Yields the product ClC1=C(C(=NC=C1)C(C#N)CC)OC (2-(4-Chloro-3-methoxy-2-pyridinyl)-butyronitrile). As a reaction SMILES: [Cl:1][C:2]1[CH:7]=[CH:6][N:5]=[C:4]([CH2:8][C:9]#[N:10])[C:3]=1[O:11][CH3:12].[H-].[Na+].[CH2:15](I)[CH3:16]>C1COCC1.O>[Cl:1][C:2]1[CH:7]=[CH:6][N:5]=[C:4]([CH:8]([CH2:15][CH3:16])[C:9]#[N:10])[C:3]=1[O:11][CH3:12] |f:1.2|. Reported procedure: 2-(4-Chloro-3-methoxy-2-pyridinyl)-acetonitrile (7.06 g) is dissolved in THF (40 ml) and 60% sodium hydride (1.62 g) is added followed by 3.25 ml of ethyl iodide. The reaction is allowed to stir at 45° C. for 1.5 hour then the reaction mixture is diluted with water and extracted with ethyl acetate. The desired product is purified by chromatography using hexane/ethyl acetate 4/1 as solvent. The reactants are O=C1CCC(=O)N1Cl, Cc1ccc(-c2cc(C=NO)cc(C(=O)NC(C)c3ccc(F)cn3)c2)nc1, O. Yields the product Cc1ccc(-c2cc(C(=O)NC(C)c3ccc(F)cn3)cc(C(Cl)=NO)c2)nc1. Reaction SMILES: [Cl:29][N:30]1[C:31](=[O:32])[CH2:33][CH2:34][C:35]1=[O:36].[F:1][c:2]1[cH:3][cH:4][c:5]([CH:8]([CH3:9])[NH:10][C:11]([c:12]2[cH:13][c:14]([CH:25]=[N:26][OH:27])[cH:15][c:16](-[c:18]3[n:19][cH:20][c:21]([CH3:24])[cH:22][cH:23]3)[cH:17]2)=[O:28])[n:6][cH:7]1.[OH2:37]>>[F:1][c:2]1[cH:3][cH:4][c:5]([CH:8]([CH3:9])[NH:10][C:11]([c:12]2[cH:13][c:14]([C:25](=[N:26][OH:27])[Cl:29])[cH:15][c:16](-[c:18]3[n:19][cH:20][c:21]([CH3:24])[cH:22][cH:23]3)[cH:17]2)=[O:28])[n:6][cH:7]1. The reactants are N[C@H](CO)C1CC1 ((S)-2-amino-2-cyclopropylethanol), ClCC(=O)OCC (ethyl chloroacetate), [H-].[Na+] (sodium hydride). The solvent is C1(=CC=CC=C1)C (toluene), C1(=CC=CC=C1)C (toluene), C1(=CC=CC=C1)C (toluene). The product is C1(CC1)[C@H]1COCC(N1)=O ((S)-5-cyclopropylmorpholin-3-one). Yield: 21.9%. Reaction SMILES: [H-].[Na+].[NH2:3][C@@H:4]([CH:7]1[CH2:9][CH2:8]1)[CH2:5][OH:6].Cl[CH2:11][C:12](OCC)=[O:13]>C1(C)C=CC=CC=1>[CH:7]1([C@@H:4]2[NH:3][C:12](=[O:13])[CH2:11][O:6][CH2:5]2)[CH2:9][CH2:8]1 |f:0.1|. Procedure: To a cold, stirred suspension of sodium hydride (600 mg, 14.99 mmol) in toluene (20 mL) was added dropwise a solution of (S)-2-amino-2-cyclopropylethanol (680 mg, 6.72 mmol)) in toluene (12 mL). The reaction mixture was then allowed to warm to room temperature and a solution of ethyl chloroacetate (824 mg, 6.72 mmol) in toluene (4 mL) was added dropwise. The resulting mixture was stirred for 3 h at room temperature. The mixture was then quenched with the addition of 10 mL of 1N aq. hydrochloric ... Reactants: C1(=CC=CC=C1)P(C1=CC=CC=C1)C1=CC=CC=C1 (triphenylphosphine), CS(=O)(=O)C1=CC=C(C=C1)B(O)O (4-(methanesulfonyl)benzeneboronic acid), BrC1=CC=C(C=C1)C=1OC(=C(N1)CCN1C[C@@H](CC1)OC)C (2-(4-bromophenyl)-4-{2-[(3R)-3-methoxypyrrolidin-1-yl]ethyl}-5-methyl-1,3-oxazole), C([O-])([O-])=O.[K+].[K+] (potassium carbonate). Reagents/catalysts: C(C)(=O)[O-].[Pd+2].C(C)(=O)[O-] (palladium (II) acetate). Run in C(C)#N (acetonitrile), O (water). The product is CO[C@H]1CN(CC1)CCC=1N=C(OC1C)C1=CC=C(C=C1)C1=CC=C(C=C1)S(=O)(=O)C (4-{2-[(3R)-3-methoxypyrrolidin-1-yl]ethyl}-5-methyl-2-[4′-(methylsulfonyl)biphenyl-4-yl]-1,3-oxazole). The yield is 56.7%. As a reaction SMILES: C1(P(C2C=CC=CC=2)C2C=CC=CC=2)C=CC=CC=1.[CH3:20][S:21]([C:24]1[CH:29]=[CH:28][C:27](B(O)O)=[CH:26][CH:25]=1)(=[O:23])=[O:22].Br[C:34]1[CH:39]=[CH:38][C:37]([C:40]2[O:41][C:42]([CH3:54])=[C:43]([CH2:45][CH2:46][N:47]3[CH2:51][CH2:50][C@@H:49]([O:52][CH3:53])[CH2:48]3)[N:44]=2)=[CH:36][CH:35]=1.C(=O)([O-])[O-].[K+].[K+]>C([O-])(=O)C.[Pd+2].C([O-])(=O)C.O.C(#N)C>[CH3:53][O:52][C@@H:49]1[CH2:50][CH2:51][N:47]([CH2:46][CH2:45][C:43]2[N:44]=[C:40]([C:37]3[CH:38]=[CH:39][C:34]([C:27]4[CH:28]=[CH:29][C:24]([S:21]([CH3:20])(=[O:23])=[O:22])=[CH:25][CH:26]=4)=[CH:35][CH:36]=3)[O:41][C:42]=2[CH3:54])[CH2:48]1 |f:3.4.5,6.7.8|. Procedure details: Prepare using the method of Example 103 with palladium (II) acetate (0.003 g, 0.014 mmol), anhydrous acetonitrile (4 mL), triphenylphosphine (0.014 g, 0.055 mmol), distilled water (1 mL), 4-(methanesulfonyl)benzeneboronic acid (0.22 g, 1.03 mmol), 2-(4-bromophenyl)-4-{2-[(3R)-3-methoxypyrrolidin-1-yl]ethyl}-5-methyl-1,3-oxazole (See Example 115) (0.25 g, 0.68 mmol) and potassium carbonate (0.28 g, 2.05 mmol) to give the title compound as a white solid (0.17 g): MS (m/e): 441(M+1).